Dataset: the Open Reaction Database (ORD), a public repository of structured organic reaction records. Task: describe an organic reaction: reactants, conditions, products, and yield Starting materials: Example I, C(C)(=NO)Cl (acetohydroximoyl chloride), SCC(C(=O)OC)C (methyl 3-mercapto-2-methylpropionate), [OH-].[Na+] (NaOH), C(C)=NO (acetaldoxime), ClCl (chlorine). Solvent: [OH-].[NH4+] (ammonium hydroxide). Run at time 2 day. Yields the product C(C)(=NO)SC(CC(N)=O)C (S-(2-Carbamoyl-1-methylethyl) acetothiohydroximate). RXN SMILES: [SH:1][CH2:2][CH:3](C)C(OC)=O.[OH-:9].[Na+].[C:11](Cl)(=[N:13][OH:14])[CH3:12].[CH:16](=[N:18]O)[CH3:17].ClCl>[OH-].[NH4+]>[C:11]([S:1][CH:2]([CH3:3])[CH2:17][C:16](=[O:9])[NH2:18])(=[N:13][OH:14])[CH3:12] |f:1.2,6.7|. Procedure: Using the procedure described in Example I 33 grams (0.25 m) of methyl 3-mercapto-2-methylpropionate and 10 grams (0.25 m) of NaOH was caused to react with acetohydroximoyl chloride prepared from 15 g (0.25 m) of acetaldoxime and 18 g (0.25 m) of chlorine. After reaction the crude reaction product was placed in a pyrex pressure bottle to which was added 200 ml of concentrated ammonium hydroxide. The bottle was sealed and the mixture was stirred by means of a magnetic stirring bar for two days at...